This data is from the Open Reaction Database (ORD), a public repository of structured organic reaction records. The task is: describe an organic reaction: reactants, conditions, products, and yield Reactants: C(C)(C)(C)OC([C@@H](NC(=O)OC(C)(C)C)CCCCNC(=O)OCC1=CC=CC=C1)=O (Nα-BOC-Nε-CBZ-L-Lysine tert-Butyl Ester), Cl (HCl). Reagents/catalysts: catalyst, [Pd] (Pd—C). Run in CCO (EtOH). Reaction conditions: time 7 hour. The product is Cl.C(C)(C)(C)OC([C@@H](NC(=O)OC(C)(C)C)CCCCN)=O (Nα-BOC-L-Lysine tert-Butyl Ester Hydrochloride). The yield is 99.0%. RXN SMILES: [C:1]([O:5][C:6](=[O:31])[C@H:7]([CH2:16][CH2:17][CH2:18][CH2:19][NH:20]C(OCC1C=CC=CC=1)=O)[NH:8][C:9]([O:11][C:12]([CH3:15])([CH3:14])[CH3:13])=[O:10])([CH3:4])([CH3:3])[CH3:2].[ClH:32]>CCO.[Pd]>[ClH:32].[C:1]([O:5][C:6](=[O:31])[C@H:7]([CH2:16][CH2:17][CH2:18][CH2:19][NH2:20])[NH:8][C:9]([O:11][C:12]([CH3:13])([CH3:14])[CH3:15])=[O:10])([CH3:4])([CH3:2])[CH3:3] |f:4.5|. Procedure: Nα-BOC-NF-CBZ-L-lysine tert-butyl ester (2) (34.51 g, 79.15 mmol) was dissolved in a mixture of 300 ml absolute EtOH and 1 N HCl (88 ml). Prior to the introduction of H2 gas, 10% Pd—C (2.95 g) was added. After 7 hours, additional catalyst (1.0 g) was added. After 5 hours, the black suspension was filtered through a bed of Celite and washed with EtOH. The filtrate was concentrated and the residue dried under high vacuum to give the Nα-BOC-L-lysine tert-butyl ester as its hydrochloride salt (3) (2...